Task: describe an organic reaction: reactants, conditions, products, and yield. Dataset: the Open Reaction Database (ORD), a public repository of structured organic reaction records The reactants are [Br-], [Br-], [Br-], CCCC[N+](CCCC)(CCCC)CCCC, CCCc1ccccc1O, CCCC[N+](CCCC)(CCCC)CCCC, CCCC[N+](CCCC)(CCCC)CCCC, ClC(Cl)Cl. Product: CCCc1cc(Br)ccc1O. RXN SMILES: [Br-:11].[Br-:12].[Br-:13].[CH2:14]([N+:15]([CH2:16][CH2:17][CH2:18][CH3:19])([CH2:20][CH2:21][CH2:22][CH3:23])[CH2:24][CH2:25][CH2:26][CH3:27])[CH2:28][CH2:29][CH3:30].[CH2:1]([CH2:2][CH3:3])[c:4]1[c:5]([OH:10])[cH:6][cH:7][cH:8][cH:9]1.[CH2:31]([N+:32]([CH2:33][CH2:34][CH2:35][CH3:36])([CH2:37][CH2:38][CH2:39][CH3:40])[CH2:41][CH2:42][CH2:43][CH3:44])[CH2:45][CH2:46][CH3:47].[CH2:48]([N+:49]([CH2:50][CH2:51][CH2:52][CH3:53])([CH2:54][CH2:55][CH2:56][CH3:57])[CH2:58][CH2:59][CH2:60][CH3:61])[CH2:62][CH2:63][CH3:64].[Cl:65][CH:66]([Cl:67])[Cl:68]>>[CH2:1]([CH2:2][CH3:3])[c:4]1[c:5]([OH:10])[cH:6][cH:7][c:8]([Br:11])[cH:9]1. Reaction SMILES: [CH3:34][C:35](=[O:36])[O-:37].[CH3:38][OH:39].[ClH:30].[F:1][c:2]1[cH:3][cH:4][c:5]([N:8]2[CH2:9][CH2:10][N:11]([CH2:14][CH2:15][CH2:16][CH:17]3[S:18](=[O:28])(=[O:29])[c:19]4[c:20]([cH:24][cH:25][cH:26][cH:27]4)[C:21](=[O:23])[CH2:22]3)[CH2:12][CH2:13]2)[cH:6][cH:7]1.[NH2:31][OH:32].[Na+:33]>>[F:1][c:2]1[cH:3][cH:4][c:5]([N:8]2[CH2:9][CH2:10][N:11]([CH2:14][CH2:15][CH2:16][CH:17]3[S:18](=[O:28])(=[O:29])[c:19]4[c:20]([cH:24][cH:25][cH:26][cH:27]4)[C:21](=[N:31][OH:32])[CH2:22]3)[CH2:12][CH2:13]2)[cH:6][cH:7]1. Reactants: CC(=O)[O-], CO, Cl, O=C1CC(CCCN2CCN(c3ccc(F)cc3)CC2)S(=O)(=O)c2ccccc21, NO, [Na+]. Product: O=S1(=O)c2ccccc2C(=NO)CC1CCCN1CCN(c2ccc(F)cc2)CC1. Starting materials: Cl (hydrogen chloride), C(C)N1C2=C(N(C(C(C1=O)(C)C)=O)C)C=C(C=C2)OCCCN(CC2=CC=NC=C2)CCCN2C(C1=CC=CC=C1C=C2)=O (1-ethyl-3,3,5-trimethyl-7-(3-((3-(1-oxoisoquinolin-2(2H)-yl)propyl)(pyridin-4-ylmethyl)amino)propoxy)-1H-benzo[b][1,4]diazepine-2,4(3H,5H)-dione). Run in C(C)(=O)OCC (ethyl acetate), C(C)(=O)OCC (ethyl acetate). Run at time 2 hour. Product: Cl.Cl.C(C)N1C2=C(N(C(C(C1=O)(C)C)=O)C)C=C(C=C2)OCCCN(CC2=CC=NC=C2)CCCN2C(C1=CC=CC=C1C=C2)=O (1-ethyl-3,3,5-trimethyl-7-(3-((3-(1-oxoisoquinolin-2(2H)-yl)propyl)(pyridin-4-ylmethyl)amino)propoxy)-1H-benzo[b][1,4]diazepine-2,4(3H,5H)-dione dihydrochloride). Reaction SMILES: [ClH:1].[CH2:2]([N:4]1[C:10](=[O:11])[C:9]([CH3:13])([CH3:12])[C:8](=[O:14])[N:7]([CH3:15])[C:6]2[CH:16]=[C:17]([O:20][CH2:21][CH2:22][CH2:23][N:24]([CH2:32][CH2:33][CH2:34][N:35]3[CH:44]=[CH:43][C:42]4[C:37](=[CH:38][CH:39]=[CH:40][CH:41]=4)[C:36]3=[O:45])[CH2:25][C:26]3[CH:31]=[CH:30][N:29]=[CH:28][CH:27]=3)[CH:18]=[CH:19][C:5]1=2)[CH3:3]>C(OCC)(=O)C>[ClH:1].[ClH:1].[CH2:2]([N:4]1[C:10](=[O:11])[C:9]([CH3:13])([CH3:12])[C:8](=[O:14])[N:7]([CH3:15])[C:6]2[CH:16]=[C:17]([O:20][CH2:21][CH2:22][CH2:23][N:24]([CH2:32][CH2:33][CH2:34][N:35]3[CH:44]=[CH:43][C:42]4[C:37](=[CH:38][CH:39]=[CH:40][CH:41]=4)[C:36]3=[O:45])[CH2:25][C:26]3[CH:27]=[CH:28][N:29]=[CH:30][CH:31]=3)[CH:18]=[CH:19][C:5]1=2)[CH3:3] |f:3.4.5|. Reported procedure: A 4N-hydrogen chloride in ethyl acetate solution(0.3 ml) was added to an ethyl acetate solution (3 ml) of 1-ethyl-3,3,5-trimethyl-7-(3-((3-(1-oxoisoquinolin-2(2H)-yl)propyl)(pyridin-4-ylmethyl)amino)propoxy)-1H-benzo[b][1,4]diazepine-2,4(3H,5H)-dione (159 mg), and the mixture was stirred at room temperature for two hours. The reaction mixture was condensed under reduced pressure to give the title compound(178 mg) as a amorphous solid.